Dataset: the Open Reaction Database (ORD), a public repository of structured organic reaction records. Task: describe an organic reaction: reactants, conditions, products, and yield Reactants: COC(=O)c1ccc(NNC(=O)C(C)C)cc1S(=O)(=O)NC(C)(C)C, O=C(O)C(F)(F)F. The product is COC(=O)c1ccc(NNC(=O)C(C)C)cc1S(N)(=O)=O. As a reaction SMILES: [C:1]([CH3:2])([CH3:3])([CH3:4])[NH:5][S:6](=[O:7])(=[O:8])[c:9]1[c:10]([C:11](=[O:12])[O:13][CH3:14])[cH:15][cH:16][c:17]([NH:19][NH:20][C:21]([CH:22]([CH3:23])[CH3:24])=[O:25])[cH:18]1.[OH:26][C:27]([C:28]([F:29])([F:30])[F:31])=[O:32]>>[NH2:5][S:6](=[O:7])(=[O:8])[c:9]1[c:10]([C:11](=[O:12])[O:13][CH3:14])[cH:15][cH:16][c:17]([NH:19][NH:20][C:21]([CH:22]([CH3:23])[CH3:24])=[O:25])[cH:18]1. Starting materials: [BH4-], O=C(CN1CCC(N2Cc3ccccc3NC2=O)CC1)c1ccccc1, CO, [Na+]. Product: O=C1Nc2ccccc2CN1C1CCN(CC(O)c2ccccc2)CC1. RXN SMILES: [BH4-:27].[C:1]([c:2]1[cH:3][cH:4][cH:5][cH:6][cH:7]1)(=[O:8])[CH2:9][N:10]1[CH2:11][CH2:12][CH:13]([N:16]2[C:17](=[O:26])[NH:18][c:19]3[cH:20][cH:21][cH:22][cH:23][c:24]3[CH2:25]2)[CH2:14][CH2:15]1.[CH3:29][OH:30].[Na+:28]>>[CH:1]([c:2]1[cH:3][cH:4][cH:5][cH:6][cH:7]1)([OH:8])[CH2:9][N:10]1[CH2:11][CH2:12][CH:13]([N:16]2[C:17](=[O:26])[NH:18][c:19]3[cH:20][cH:21][cH:22][cH:23][c:24]3[CH2:25]2)[CH2:14][CH2:15]1. Starting materials: Fc1cc(Br)c2occc2c1, CCOC(=O)C(=O)OCC, [Mg], C1CCOC1. Product: CCOC(=O)C(=O)c1cc(F)cc2ccoc12. As a reaction SMILES: [Br:1][c:2]1[cH:3][c:4]([F:11])[cH:5][c:6]2[cH:7][cH:8][o:9][c:10]12.[C:13]([C:14](=[O:15])[O:16][CH2:17][CH3:18])(=[O:19])[O:20][CH2:21][CH3:22].[Mg:12].[O:23]1[CH2:24][CH2:25][CH2:26][CH2:27]1>>[c:2]1([C:13]([C:14](=[O:15])[O:16][CH2:17][CH3:18])=[O:19])[cH:3][c:4]([F:11])[cH:5][c:6]2[cH:7][cH:8][o:9][c:10]12. The reactants are CCCCOC(=O)c1ccc(Br)c(OCCCC)c1, C1CCOC1, CO, [Li+], [OH-]. The product is CCCCOc1cc(C(=O)O)ccc1Br. Reaction SMILES: [Br:1][c:2]1[c:3]([O:15][CH2:16][CH2:17][CH2:18][CH3:19])[cH:4][c:5]([C:6](=[O:7])[O:8][CH2:9][CH2:10][CH2:11][CH3:12])[cH:13][cH:14]1.[CH2:22]1[O:23][CH2:24][CH2:25][CH2:26]1.[CH3:27][OH:28].[Li+:20].[OH-:21]>>[Br:1][c:2]1[c:3]([O:15][CH2:16][CH2:17][CH2:18][CH3:19])[cH:4][c:5]([C:6](=[O:7])[OH:8])[cH:13][cH:14]1.